Dataset: the Open Reaction Database (ORD), a public repository of structured organic reaction records. Task: describe an organic reaction: reactants, conditions, products, and yield Reactants: COC(C1=C(N=C(C=C1)CNC=O)NC1=C(C=C(C=C1)[Si](C)(C)C)F)=O (2-(2-fluoro-4-trimethylsilanylphenylamino)-6-formylamino methyl-nicotinic acid methyl ester), ICl (iodine monochloride). The solvent is C(Cl)Cl (DCM), C(Cl)Cl (DCM). Run at temperature 0 celsius, time 1 hour. Product: COC(C1=C(N=C(C=C1)CNC=O)NC1=C(C=C(C=C1)I)F)=O (2-(2-Fluoro-4-iodophenylamino)-6-formylaminomethylnicotinic acid methyl ester). Isolated yield 100.0%. As a reaction SMILES: [CH3:1][O:2][C:3](=[O:26])[C:4]1[CH:9]=[CH:8][C:7]([CH2:10][NH:11][CH:12]=[O:13])=[N:6][C:5]=1[NH:14][C:15]1[CH:20]=[CH:19][C:18]([Si](C)(C)C)=[CH:17][C:16]=1[F:25].[I:27]Cl>C(Cl)Cl>[CH3:1][O:2][C:3](=[O:26])[C:4]1[CH:9]=[CH:8][C:7]([CH2:10][NH:11][CH:12]=[O:13])=[N:6][C:5]=1[NH:14][C:15]1[CH:20]=[CH:19][C:18]([I:27])=[CH:17][C:16]=1[F:25]. Reported procedure: To a solution of 2-(2-fluoro-4-trimethylsilanylphenylamino)-6-formylamino methyl-nicotinic acid methyl ester (10.3 g, 27.4 mmol) in DCM (275 mL) at 0° C. was added dropwise iodine monochloride as a solution in DCM (54.9 mL, 1M, 54.9 mmol). The reaction mixture was stirred at 0° C. for 1 hour. The reaction mixture was washed with aqueous sodium metabisulfite (100 mL, 0.5 M) and the aqueous layer extracted twice with ethyl acetate (2×50 mL). The combined organic extracts were washed with brine (50... The reactants are C(C1=CC=CC=C1)OC1=C(C=C(C=C1)N1CCN(CC1)CCCC1CCCCC1)Cl (1-(4-benzyloxy-3-chlorophenyl)-4-(3-cyclohexylpropyl)piperazine), C(C1=CC=CC=C1)OC1=CC(=C(C=C1)N1CCN(CC1)CCC1=CC=CC=C1)Cl (1-(4-benzyloxy-2-chlorophenyl)-4-phenethylpiperazine). The product is ClC=1C=C(C=CC1N1CCN(CC1)CCC1=CC=CC=C1)O (3-chloro-4-(4-phenethylpiperazin-1-yl)phenol). Yield: 57.3%. RXN SMILES: C(OC1C=CC(N2CCN(CCCC3CCCCC3)CC2)=CC=1Cl)C1C=CC=CC=1.C([O:38][C:39]1[CH:44]=[CH:43][C:42]([N:45]2[CH2:50][CH2:49][N:48]([CH2:51][CH2:52][C:53]3[CH:58]=[CH:57][CH:56]=[CH:55][CH:54]=3)[CH2:47][CH2:46]2)=[C:41]([Cl:59])[CH:40]=1)C1C=CC=CC=1>>[Cl:59][C:41]1[CH:40]=[C:39]([OH:38])[CH:44]=[CH:43][C:42]=1[N:45]1[CH2:50][CH2:49][N:48]([CH2:51][CH2:52][C:53]2[CH:54]=[CH:55][CH:56]=[CH:57][CH:58]=2)[CH2:47][CH2:46]1. Reported procedure: Production Example 30 was repeated except that 1-(4-benzyloxy-3-chlorophenyl)-4-(3-cyclohexylpropyl)piperazine was replaced with 1-(4-benzyloxy-2-chlorophenyl)-4-phenethylpiperazine (65 mg). Thus obtained crude product was purified on TLC (developer, chloroform: methanol=17:1) to provide 3-chloro-4-(4-phenethylpiperazin-1-yl)phenol (29 mg). The reactants are O (water), OC=1C=C(C(=O)O)C=C(C1)S(F)(F)(F)(F)F (3-Hydroxy-5-(pentafluorosulfanyl)benzoic acid), CN(C)C=O (DMF), C([O-])([O-])=O.[K+].[K+] (potassium carbonate), IC (iodomethane). The product is COC=1C=C(C(=O)OC)C=C(C1)S(F)(F)(F)(F)F (Methyl 3-methoxy-5-(pentafluorosulfanyl)benzoate). RXN SMILES: [OH:1][C:2]1[CH:3]=[C:4]([CH:8]=[C:9]([S:11]([F:16])([F:15])([F:14])([F:13])[F:12])[CH:10]=1)[C:5](O)=[O:6].IC.[C:19](=O)([O-])[O-].[K+].[K+].O.CN([CH:29]=[O:30])C>>[CH3:19][O:1][C:2]1[CH:3]=[C:4]([CH:8]=[C:9]([S:11]([F:16])([F:15])([F:14])([F:13])[F:12])[CH:10]=1)[C:5]([O:30][CH3:29])=[O:6] |f:2.3.4|. Procedure details: 3-Hydroxy-5-(pentafluorosulfanyl)benzoic acid (O5.007; 3.0 g) was dissolved in absolute DMF (75 ml). Then iodomethane (3.6 ml) was added while stirring, followed by finely powdered potassium carbonate (6.3 g). After stirring at 40° C. for 5 hours, the mixture was cooled and admixed with water (250 ml). The mixture was then extracted four times with ether (100 ml). The combined extracts were each washed once with 1 N sodium hydroxide solution (75 ml) and water (100 ml), dried over magnesium sulfa... Starting materials: Cl.CN(CC(C(=O)C1=CC=C(C=C1)C=1C=CC(NN1)=O)C)C (6-[4-(3-dimethylamino-2-methylpropionyl)phenyl]pyridazin-3(2H)-one hydrochloride), C(C)(=O)O (acetic acid), [C-]#N.[K+] (Potassium cyanide), [C-]#N.[K+] (potassium cyanide). Run in O (water). Reaction conditions: temperature 50 celsius, time 2 hour. The product is C(#N)CC(C(=O)C1=CC=C(C=C1)C=1C=CC(NN1)=O)C (6-[4-(3-cyano-2-methylpropionyl)phenyl]pyridazin-3(2H)-one). Yield: 57.4%. As a reaction SMILES: [C-:1]#[N:2].[K+].Cl.CN(C)[CH2:7][CH:8]([CH3:24])[C:9]([C:11]1[CH:16]=[CH:15][C:14]([C:17]2[CH:18]=[CH:19][C:20](=[O:23])[NH:21][N:22]=2)=[CH:13][CH:12]=1)=[O:10].C(O)(=O)C>O>[C:1]([CH2:7][CH:8]([CH3:24])[C:9]([C:11]1[CH:12]=[CH:13][C:14]([C:17]2[CH:18]=[CH:19][C:20](=[O:23])[NH:21][N:22]=2)=[CH:15][CH:16]=1)=[O:10])#[N:2] |f:0.1,2.3|. Procedure details: Potassium cyanide (0.32 g) was added to a cooled (5° C.) solution of 6-[4-(3-dimethylamino-2-methylpropionyl)phenyl]pyridazin-3(2H)-one hydrochloride (1.28 g) and acetic acid (0.25 ml) in water (30 ml). The solution was stirred for 2 hours at less than 23° C., then cooled and a further amount of potassium cyanide (0.32 g) was added. After stirring for one hour the temperature was raised to 50° C. and the reaction mixture was stirred for 2 hours to afford 6-[4-(3-cyano-2-methylpropionyl)phenyl]py...